This data is from the Open Reaction Database (ORD), a public repository of structured organic reaction records. The task is: describe an organic reaction: reactants, conditions, products, and yield Reactants: [Li]C, N#C[Cu], O, COC(=O)C1OC1(c1ccccc1)c1ccccc1. Product: COC(=O)C(O)C(C)(c1ccccc1)c1ccccc1. RXN SMILES: [CH3:23][Li:24].[Cu:20][C:21]#[N:22].[OH2:25].[c:1]1([C:7]2([c:14]3[cH:15][cH:16][cH:17][cH:18][cH:19]3)[CH:8]([C:9](=[O:10])[O:11][CH3:12])[O:13]2)[cH:2][cH:3][cH:4][cH:5][cH:6]1>>[c:1]1([C:7]([CH:8]([C:9](=[O:10])[O:11][CH3:12])[OH:13])([c:14]2[cH:15][cH:16][cH:17][cH:18][cH:19]2)[CH3:21])[cH:2][cH:3][cH:4][cH:5][cH:6]1.